This data is from the Open Reaction Database (ORD), a public repository of structured organic reaction records. The task is: describe an organic reaction: reactants, conditions, products, and yield The reactants are NC(=N)N (guanidine), Cl.NC(=N)N (guanidine hydrochloride), C[O-].[Na+] (sodium methoxide), N(C1=CC=CC=C1)C=C(C#N)CC1=CC=C(C2=CC=CC=C12)OC (3-anilino-2-(4-methoxy--naphthylmethyl)acrylonitrile). Run in C(C)O (ethanol), COCCO (2-methoxyethanol). Yields the product Cl.NC1=NC=C(C(=N1)N)CC1=CC=C(C2=CC=CC=C12)OC (2,4-Diamino-5-(4-methoxy-1-naphthylmethyl)pyrimidine hydrochloride). Reaction SMILES: [NH2:1][C:2]([NH2:4])=[NH:3].[ClH:5].NC(N)=N.C[O-].[Na+].[NH:13]([CH:20]=[C:21]([CH2:24][C:25]1[C:34]2[C:29](=[CH:30][CH:31]=[CH:32][CH:33]=2)[C:28]([O:35][CH3:36])=[CH:27][CH:26]=1)[C:22]#N)C1C=CC=CC=1>C(O)C.COCCO>[ClH:5].[NH2:3][C:2]1[N:4]=[C:20]([NH2:13])[C:21]([CH2:24][C:25]2[C:34]3[C:29](=[CH:30][CH:31]=[CH:32][CH:33]=3)[C:28]([O:35][CH3:36])=[CH:27][CH:26]=2)=[CH:22][N:1]=1 |f:1.2,3.4,8.9|. Reported procedure: To 65 mL of ethanolic guanidine solution prepared from 3.42 g (35.8 mmol) of guanidine hydrochloride and 2.00 g (37.0 mmol) of sodium methoxide was added 9.00 g (28.6 mmol) of 3-anilino-2-(4-methoxy--naphthylmethyl)acrylonitrile. The solution was heated under reflux for 1.5 hr, and then 60 mL of 2-methoxyethanol was added. The internal temperature was allowed to gradually increase to 108° by distillation of the ethanol, after which it was heated at this temperature for 2.5 hr. The hot mixture wa...